This data is from the Open Reaction Database (ORD), a public repository of structured organic reaction records. The task is: describe an organic reaction: reactants, conditions, products, and yield The reagents and catalysts are [Rh] (rhodium on carbon). Starting materials: ClC1=CC(=NC2=CC=C(C=C12)Cl)C (4,6-Dichloroquinaldine). Procedure details: 4,6-Dichloroquinaldine was reduced with rhodium on carbon to give 6-chloro-2-methyltetrahydroquinoline. Reaction SMILES: Cl[C:2]1[C:11]2[C:6](=[CH:7][CH:8]=[C:9]([Cl:12])[CH:10]=2)[N:5]=[C:4]([CH3:13])[CH:3]=1>[Rh]>[Cl:12][C:9]1[CH:10]=[C:11]2[C:6](=[CH:7][CH:8]=1)[NH:5][CH:4]([CH3:13])[CH2:3][CH2:2]2. The product is ClC=1C=C2CCC(NC2=CC1)C (6-chloro-2-methyltetrahydroquinoline). Reactants: [Mg] (magnesium), C=C(C(C)=O)CCC (3-methylene-2-hexanone), C(C#C)Br (propargyl bromide), [Cl-].[NH4+] (ammonium chloride), mercuric chloride, BrC(C)Br (dibromoethane), C(C#C)Br (propargyl bromide). Solvent: CCOCC (ether), CCOCC (ether), CCOCC (ether). Reaction conditions: temperature 0 celsius. Yields the product OC(CC#C)(C(CCC)=C)C (4-Hydroxy-4-methyl-5-methylene-1-octyne). As a reaction SMILES: [Mg].Br[CH:3](Br)[CH3:4].[CH2:6](Br)C#C.[CH2:10]=[C:11]([CH2:15][CH2:16][CH3:17])[C:12](=[O:14])[CH3:13].[Cl-].[NH4+]>CCOCC>[OH:14][C:12]([CH3:6])([C:11](=[CH2:10])[CH2:15][CH2:16][CH3:17])[CH2:13][C:3]#[CH:4] |f:4.5|. Reported procedure: To a mixture of 5.0 g. of magnesium and 100 mg. of mercuric chloride in 10 ml. of ether is added with stirring, one ml. of dibromoethane. The mixture is stirred for 10 minutes and 0.5 ml. of propargyl bromide is added. An additional 50 ml. of ether is added, followed by a solution of 17.5 g. of 3-methylene-2-hexanone and 27.8 g. of propargyl bromide in 60 ml. of ether, dropwise at a rate to maintain vigorous reflux. The mixture is refluxed for 1/2 hour, cooled at 0° C. and saturated ammonium chl...